From a dataset of the Open Reaction Database (ORD), a public repository of structured organic reaction records. describe an organic reaction: reactants, conditions, products, and yield The reactants are FC1=C(C=CC=C1)CC#N (2-fluorophenylacetonitrile), BrCC(=O)OCC (ethyl bromoacetate). The product is C(C)OC(CC(CC(=O)OCC)(C1=C(C=CC=C1)F)C#N)=O (3-cyano-3-(2-fluoro-phenyl)-pentanedioic acid diethyl ester). RXN SMILES: [F:1][C:2]1[CH:7]=[CH:6][CH:5]=[CH:4][C:3]=1[CH2:8][C:9]#[N:10].Br[CH2:12][C:13]([O:15][CH2:16][CH3:17])=[O:14]>>[CH2:16]([O:15][C:13](=[O:14])[CH2:12][C:8]([C:9]#[N:10])([C:3]1[CH:4]=[CH:5][CH:6]=[CH:7][C:2]=1[F:1])[CH2:12][C:13]([O:15][CH2:16][CH3:17])=[O:14])[CH3:17]. Procedure details: Prepare by the method of example 1.1.2 using 2-fluorophenylacetonitrile (0.161 mol) and ethyl bromoacetate (0.325 mol). Chromatograph on silica gel to give the title compound. Starting materials: O1C2=C(OCCC1)C(=CC=C2)CNC ((3,4-dihydro-2H-benzo[b][1,4]dioxepin-6-ylmethyl)-methyl-amine), Cl.O=C1CCC=2C=C(C=NC2N1)/C=C/C(=O)O ((E)-3-(7-oxo-5,6,7,8-tetrahydro-[1,8]naphthyridin-3yl)acrylic acid hydrochloride). Product: O1C2=C(OCCC1)C(=CC=C2)CN(C(C=CC=2C=NC=1NC(CCC1C2)=O)=O)C (N-(3,4-Dihydro-2H-benzo[b][1,4]dioxepin-6-ylmethyl)-N-methyl-3-(7-oxo-5,6,7,8-tetrahydro-[1,8]naphthyridin-3-yl)-acrylamide). Isolated yield 78.9%. As a reaction SMILES: [O:1]1[CH2:7][CH2:6][CH2:5][O:4][C:3]2[C:8]([CH2:12][NH:13][CH3:14])=[CH:9][CH:10]=[CH:11][C:2]1=2.Cl.[O:16]=[C:17]1[NH:26][C:25]2[N:24]=[CH:23][C:22](/[CH:27]=[CH:28]/[C:29]([OH:31])=O)=[CH:21][C:20]=2[CH2:19][CH2:18]1>>[O:1]1[CH2:7][CH2:6][CH2:5][O:4][C:3]2[C:8]([CH2:12][N:13]([CH3:14])[C:29](=[O:31])[CH:28]=[CH:27][C:22]3[CH:23]=[N:24][C:25]4[NH:26][C:17](=[O:16])[CH2:18][CH2:19][C:20]=4[CH:21]=3)=[CH:9][CH:10]=[CH:11][C:2]1=2 |f:1.2|. Procedure: According to the procedure of Example 35g (3,4-dihydro-2H-benzo[b][1,4]dioxepin-6-ylmethyl)-methyl-amine (239 mg, 1.24 mmol) and (E)-3-(7-oxo-5,6,7,8-tetrahydro-[1,8]naphthyridin-3yl)acrylic acid hydrochloride (318 mg, 1.25 mmol), were coupled to give crude product. Purification by column chromatography (silica gel, 5% MeOH/CH2Cl2) gave the title compound (385 mg, 79%) as a yellow solid and a mixture of amide rotomers: 1H NMR (400 MHz, DMSO-d6) δ 10.66-10.63 (m, 1H), 8.36-8.32 (m, 1H), 8.07-8.03... Starting materials: OB(O)c1ccccc1 (effective_coupling_partner), CCN(CC)C(=O)Oc1ccc(C)cc1C (substrate). Reagents/catalysts: PCy3. Run at temperature 150 celsius, time 10 hour. Yields the product Cc2ccc(c1ccccc1)c(C)c2. Reactants: FC(F)(F)c1cc(Cl)c(-c2cccc(Cl)c2)c(Cl)c1, O, O=[N+]([O-])O. Product: O=[N+]([O-])c1ccc(-c2c(Cl)cc(C(F)(F)F)cc2Cl)cc1Cl. Reaction SMILES: [Cl:5][c:6]1[cH:7][c:8](-[c:12]2[c:13]([Cl:23])[cH:14][c:15]([C:19]([F:20])([F:21])[F:22])[cH:16][c:17]2[Cl:18])[cH:9][cH:10][cH:11]1.[OH2:24].[OH:1][N+:2]([O-:3])=[O:4]>>[O-:1][N+:2](=[O:4])[c:11]1[c:6]([Cl:5])[cH:7][c:8](-[c:12]2[c:13]([Cl:23])[cH:14][c:15]([C:19]([F:20])([F:21])[F:22])[cH:16][c:17]2[Cl:18])[cH:9][cH:10]1. The reactants are C1CCOC1, COc1ccccc1C(=O)Cl, CN(C)c1ccncc1, COc1ccccc1C(=O)NCC1(c2ccccc2)CCC(O)(CO)CC1, c1ccncc1. The product is COc1ccccc1C(=O)NCC1(c2ccccc2)CCC(O)(COC(=O)c2ccccc2OC)CC1. As a reaction SMILES: [CH2:45]1[O:46][CH2:47][CH2:48][CH2:49]1.[CH3:34][O:35][c:36]1[c:37]([C:38](=[O:39])[Cl:40])[cH:41][cH:42][cH:43][cH:44]1.[CH3:50][N:51]([c:52]1[cH:53][cH:54][n:55][cH:56][cH:57]1)[CH3:58].[OH:1][C:2]1([CH2:26][OH:27])[CH2:3][CH2:4][C:5]([CH2:8][NH:9][C:10](=[O:11])[c:12]2[c:13]([O:18][CH3:19])[cH:14][cH:15][cH:16][cH:17]2)([c:20]2[cH:21][cH:22][cH:23][cH:24][cH:25]2)[CH2:6][CH2:7]1.[cH:28]1[cH:29][cH:30][n:31][cH:32][cH:33]1>>[OH:1][C:2]1([CH2:26][O:27][C:38]([c:37]2[c:36]([O:35][CH3:34])[cH:44][cH:43][cH:42][cH:41]2)=[O:39])[CH2:3][CH2:4][C:5]([CH2:8][NH:9][C:10](=[O:11])[c:12]2[c:13]([O:18][CH3:19])[cH:14][cH:15][cH:16][cH:17]2)([c:20]2[cH:21][cH:22][cH:23][cH:24][cH:25]2)[CH2:6][CH2:7]1. The reactants are C1(=CC=CS1)C(=O)SCCC(=O)NCC(=O)O (2-thenoylmercaptopropionylglycine), O1CCCC1 (tetrahydrofurane), C(C)OC(=O)Cl (ethylchloroformate). Solvent: C(Cl)Cl (CH2Cl2). The product is C(C)(=O)NC1=CC=CC=C1 (acetamidobenzene). RXN SMILES: C1(C(SC[CH2:10][C:11]([NH:13][CH2:14][C:15](O)=O)=[O:12])=O)SC=CC=1.O1[CH2:22][CH2:21][CH2:20][CH2:19]1.C(OC(Cl)=O)C>C(Cl)Cl>[C:11]([NH:13][C:14]1[CH:15]=[CH:22][CH:21]=[CH:20][CH:19]=1)(=[O:12])[CH3:10]. Reported procedure: 5.4 grams (0.020 moles) of 2-thenoylmercaptopropionylglycine were added to 50 ml of tetrahydrofurane. The temperature of the resulting mixture was brought to 0° C., then a solution of ethylchloroformate (2.2 grams; 0.020 moles) in 10 ml of anhydrous CH2Cl2 was slowly added. To the resulting solution, the following solution was slowly added: Starting materials: CCOCCn1c(CCl)nc2ccccc21, OCc1ccc(O)cc1. Product: CCOCCn1c(COc2ccc(CO)cc2)nc2ccccc21. As a reaction SMILES: [Cl:1][CH2:2][c:3]1[n:4][c:5]2[c:6]([n:7]1[CH2:8][CH2:9][O:10][CH2:11][CH3:12])[cH:13][cH:14][cH:15][cH:16]2.[OH:17][c:18]1[cH:19][cH:20][c:21]([CH2:22][OH:23])[cH:24][cH:25]1>>[CH2:2]([c:3]1[n:4][c:5]2[c:6]([n:7]1[CH2:8][CH2:9][O:10][CH2:11][CH3:12])[cH:13][cH:14][cH:15][cH:16]2)[O:17][c:18]1[cH:19][cH:20][c:21]([CH2:22][OH:23])[cH:24][cH:25]1. The reactants are C(=O)[C@H]1CN(C[C@@H]1C1=CSC=C1)[C@@H](C(=O)OCC1=CC=C(C=C1)OC)C1CCCCC1 (2-(R)-(3-(R)-Formyl-4-(S)-(3-thienyl)pyrrolidin-1-yl)-2-(cyclohexyl)acetic acid, 4-methoxybenzyl ester), C1(=CC=CC=C1)CCCC1CCNCC1 (4-(3-phenylpropyl)piperidine). Yields the product C1(=CC=CC=C1)CCCC1CCN(CC1)C[C@H]1CN(C[C@@H]1C1=CSC=C1)[C@@H](C(=O)O)C1CCCCC1 (2-(R)(3-(S)-((4-(3-Phenylpropyl)piperidin-1-yl)methyl)-4-(S)-(3-thienyl)pyrrolidin-1-yl)-2-(cyclohexyl)acetic acid). As a reaction SMILES: [CH:1]([C@@H:3]1[C@@H:7]([C:8]2[CH:12]=[CH:11][S:10][CH:9]=2)[CH2:6][N:5]([C@H:13]([CH:26]2[CH2:31][CH2:30][CH2:29][CH2:28][CH2:27]2)[C:14]([O:16]CC2C=CC(OC)=CC=2)=[O:15])[CH2:4]1)=O.[C:32]1([CH2:38][CH2:39][CH2:40][CH:41]2[CH2:46][CH2:45][NH:44][CH2:43][CH2:42]2)[CH:37]=[CH:36][CH:35]=[CH:34][CH:33]=1>>[C:32]1([CH2:38][CH2:39][CH2:40][CH:41]2[CH2:42][CH2:43][N:44]([CH2:1][C@@H:3]3[C@@H:7]([C:8]4[CH:12]=[CH:11][S:10][CH:9]=4)[CH2:6][N:5]([C@H:13]([CH:26]4[CH2:31][CH2:30][CH2:29][CH2:28][CH2:27]4)[C:14]([OH:16])=[O:15])[CH2:4]3)[CH2:45][CH2:46]2)[CH:37]=[CH:36][CH:35]=[CH:34][CH:33]=1. Procedure details: The title compound was prepared from 2-(R)-(3-(R)-formyl-4-(S)-(3-thienyl)pyrrolidin-1-yl)-2-(cyclohexyl)acetic acid, 4-methoxybenzyl ester (from EXAMPLE 90, Step A) and 4-(3-phenylpropyl)piperidine using procedures analogous to those described in EXAMPLE 1, Step J and EXAMPLE 10, Step F. For the title compound: 1H NMR (500 MHz) δ 0.85-4.20 (35H), 7.11-7.35 (81); ESI-MS 509 (M+H).